This data is from the Open Reaction Database (ORD), a public repository of structured organic reaction records. The task is: describe an organic reaction: reactants, conditions, products, and yield The reactants are ClCCl, CNCc1ccco1, CCCC(Oc1cc(Oc2ccc(C(F)(F)F)cc2Cl)ccc1[N+](=O)[O-])C(=O)Cl. The product is CCCC(Oc1cc(Oc2ccc(C(F)(F)F)cc2Cl)ccc1[N+](=O)[O-])C(=O)N(C)Cc1ccco1. As a reaction SMILES: [CH2:38]([Cl:39])[Cl:40].[CH3:1][NH:2][CH2:3][c:4]1[cH:5][cH:6][cH:7][o:8]1.[N+:9](=[O:10])([O-:11])[c:12]1[c:13]([O:14][CH:15]([C:16](=[O:17])[Cl:18])[CH2:19][CH2:20][CH3:21])[cH:22][c:23]([O:26][c:27]2[c:28]([Cl:37])[cH:29][c:30]([C:33]([F:34])([F:35])[F:36])[cH:31][cH:32]2)[cH:24][cH:25]1>>[CH3:1][N:2]([CH2:3][c:4]1[cH:5][cH:6][cH:7][o:8]1)[C:16]([CH:15]([O:14][c:13]1[c:12]([N+:9](=[O:10])[O-:11])[cH:25][cH:24][c:23]([O:26][c:27]2[c:28]([Cl:37])[cH:29][c:30]([C:33]([F:34])([F:35])[F:36])[cH:31][cH:32]2)[cH:22]1)[CH2:19][CH2:20][CH3:21])=[O:17]. Starting materials: BrC1=CC=2C(=NON2)C=C1 (5-Bromo-2,1,3-benzoxadiazole), [Cl-].[Li+] (lithium chloride), C(C=C)[Sn](CCCC)(CCCC)CCCC (Allyl Tri-n-butyltin), C1(=CC=CC=C1)C (toluene). The reagents and catalysts are C=1C=CC(=CC1)[P](C=2C=CC=CC2)(C=3C=CC=CC3)[Pd]([P](C=4C=CC=CC4)(C=5C=CC=CC5)C=6C=CC=CC6)([P](C=7C=CC=CC7)(C=8C=CC=CC8)C=9C=CC=CC9)[P](C=1C=CC=CC1)(C=1C=CC=CC1)C=1C=CC=CC1 (Palladium Tetrakis). Solvent: CCOC(=O)C (EtOAc). Run at temperature 110 celsius. The product is C(C=C)C1=CC=2C(=NON2)C=C1 (5-Allyl-2,1,3-benzoxadiazole). Reaction SMILES: Br[C:2]1[CH:10]=[CH:9][C:5]2=[N:6][O:7][N:8]=[C:4]2[CH:3]=1.[Cl-].[Li+].[CH2:13]([Sn](CCCC)(CCCC)CCCC)[CH:14]=[CH2:15].C1(C)C=CC=CC=1>CCOC(C)=O.C1C=CC([P]([Pd]([P](C2C=CC=CC=2)(C2C=CC=CC=2)C2C=CC=CC=2)([P](C2C=CC=CC=2)(C2C=CC=CC=2)C2C=CC=CC=2)[P](C2C=CC=CC=2)(C2C=CC=CC=2)C2C=CC=CC=2)(C2C=CC=CC=2)C2C=CC=CC=2)=CC=1>[CH2:15]([C:2]1[CH:10]=[CH:9][C:5]2=[N:6][O:7][N:8]=[C:4]2[CH:3]=1)[CH:14]=[CH2:13] |f:1.2,^1:45,47,66,85|. Procedure details: To a 250 mL flask charged with 5-Bromo-2,1,3-benzoxadiazole (5.0 g, 25 mmol), Palladium Tetrakis (0.87 g, 0.75 mmol), and lithium chloride (2.1 g, 50 mmol) was added Allyl Tri-n-butyltin (10 g, 30 mmol) and toluene (100 mL). The mixture was attached to a reflux condenser, sealed and purged with nitrogen. The reaction was heated to 110° C. for 2 hours. TLC showed good and complete reaction. The reaction was diluted with EtOAc, washed with brine, concentrated and purified by silica gel chromatogra...